This data is from the Open Reaction Database (ORD), a public repository of structured organic reaction records. The task is: describe an organic reaction: reactants, conditions, products, and yield The reactants are C[Al](C)C (trimethylaluminium), C1(CC1)N(S(=O)(=O)C1=C(C=C(C=C1C)OC)C)CC1=NN=C(S1)C(=O)OCC (ethyl 5-({cyclopropyl[(4-methoxy-2,6-dimethylphenyl)sulfonyl]amino}methyl)-1,3,4-thiadiazole-2-carboxylate), N1(CCCC1)CCC1CCNCC1 (4-[2-(pyrrolidin-1-yl)ethyl]piperidine). Solvent: ClCCCl (DCE). Yields the product N (NH3), C1(CC1)N(S(=O)(=O)C1=C(C=C(C=C1C)OC)C)CC=1SC(=NN1)C(=O)N1CCC(CC1)CCN1CCCC1 (N-Cyclopropyl-4-methoxy-2,6-dimethyl-N-[(5-{[4-(2-pyrrolidin-1-ylethyl)piperidin-1-yl]carbonyl}-1,3,4-thiadiazol-2-yl)methyl]benzenesulfonamide). As a reaction SMILES: [CH:1]1([N:4]([CH2:18][C:19]2[S:23][C:22]([C:24](OCC)=[O:25])=[N:21][N:20]=2)[S:5]([C:8]2[C:13]([CH3:14])=[CH:12][C:11]([O:15][CH3:16])=[CH:10][C:9]=2[CH3:17])(=[O:7])=[O:6])[CH2:3][CH2:2]1.[N:29]1([CH2:34][CH2:35][CH:36]2[CH2:41][CH2:40][NH:39][CH2:38][CH2:37]2)[CH2:33][CH2:32][CH2:31][CH2:30]1.C[Al](C)C>ClCCCl>[NH3:4].[CH:1]1([N:4]([CH2:18][C:19]2[S:23][C:22]([C:24]([N:39]3[CH2:38][CH2:37][CH:36]([CH2:35][CH2:34][N:29]4[CH2:33][CH2:32][CH2:31][CH2:30]4)[CH2:41][CH2:40]3)=[O:25])=[N:21][N:20]=2)[S:5]([C:8]2[C:13]([CH3:14])=[CH:12][C:11]([O:15][CH3:16])=[CH:10][C:9]=2[CH3:17])(=[O:7])=[O:6])[CH2:3][CH2:2]1. Reported procedure: The title compound was prepared according to general procedure AT using ethyl 5-({cyclopropyl[(4-methoxy-2,6-dimethylphenyl)sulfonyl]amino}methyl)-1,3,4-thiadiazole-2-carboxylate (30 mg, 0.07 mmol), 4-[2-(pyrrolidin-1-yl)ethyl]piperidine (29 mg, 0.16 mmol) and trimethylaluminium (2 M in toluene, 0.07 mL) in DCE (5 mL). The crude product was purified using FCC, eluting with 95:4.5:0.5 DCM:MeOH:NH3, to afford the title compound. The reactants are BrC1=C(C(=C(C(=C1C)O)C)Br)C (dibromomesitol), halogenated phenol, BrCC1=C(C(=C(C(=C1Br)C)O)C)Br (4-bromomethyl-3,5-dibromo-2,6-dimethylphenol), CC1=C(C(=CC(=C1)C)C)O (2,4,6-trimethylphenol), BrBr (bromine), BrC=1C(=C(C(=C(C1C)Br)C)O)C (3,5-dibromo-2,4,6-trimethylphenol). Solvent: C(C)(=O)[O-].[Na+].C(C)(=O)O (acetic acid sodium acetate), O (water), C(C)(=O)O (acetic acid). Product: BrC1=C(C(C(=C(C1(C)Br)Br)C)=O)C (3,4,5-tribromo-2,4,6-trimethyl-2,5-cyclohexadienone). Reaction SMILES: Br[CH2:2][C:3]1[C:8]([Br:9])=[C:7]([CH3:10])[C:6]([OH:11])=[C:5]([CH3:12])[C:4]=1[Br:13].CC1C=C(C)C=C(C)C=1O.BrBr.[Br:26]C1C(C)=C(O)C(C)=C(Br)C=1C>C(O)(=O)C.C([O-])(=O)C.[Na+].C(O)(=O)C.O>[Br:13][C:4]1[C:3]([Br:26])([CH3:2])[C:8]([Br:9])=[C:7]([CH3:10])[C:6](=[O:11])[C:5]=1[CH3:12] |f:5.6.7|. Procedure: The preparation of a halogenated phenol such as 4-bromomethyl-3,5-dibromo-2,6-dimethylphenol (tribromomesitol) can involve the following sequence: bromination of 2,4,6-trimethylphenol (mesitol) with 2 moles of bromine in acetic acid to prepare 3,5-dibromo-2,4,6-trimethylphenol (dibromometisol) which is isolated by precipitation with water. K. Auwers & F. Rapp, Ann., 302, 153-71 (1898) and O. Jacobsen, Ann., 195, 265-92 (1879); the dibromomesitol is brominated in acetic acid sodium acetate buffer... The product is C(=O)CCCCCN1C=NC=C1 (1-(5-formylpentyl)imidazole). The solvent is C1(=CC=CC=C1)C (toluene), C1(=CC=CC=C1)C (toluene). Starting materials: [H-].C(C(C)C)[Al+]CC(C)C (diisobutylaluminum hydride), C(C)OC(=O)CCCCCN1C=NC=C1 (1-(5-ethoxycarbonylpentyl)imidazole), O (water), CO (methanol). Yield: 58.2%. Reaction conditions: time 30 minute. Procedure: Under an atmosphere of nitrogen, 8.8 ml of a 25% (W/V) solution of diisobutylaluminum hydride in toluene was added dropwise to a solution of 2.50 g of 1-(5-ethoxycarbonylpentyl)imidazole in 120 ml of toluene at -70° C., and the mixture was stirred at the same temperature for 30 minutes. To the reaction mixture was added one ml of methanol at -70° C.; and one ml of water at 0° C., then the mixture was stirred at 30° C. for one hour. The reaction mixture was filtered, the filtrate was dried over m... Reaction SMILES: [H-].C([Al+]CC(C)C)C(C)C.C([O:13][C:14]([CH2:16][CH2:17][CH2:18][CH2:19][CH2:20][N:21]1[CH:25]=[CH:24][N:23]=[CH:22]1)=O)C.CO.O>C1(C)C=CC=CC=1>[CH:14]([CH2:16][CH2:17][CH2:18][CH2:19][CH2:20][N:21]1[CH:25]=[CH:24][N:23]=[CH:22]1)=[O:13] |f:0.1|. Starting materials: COC(=O)C=Cc1ccc(C2CCCN2CCc2c(C)nn(S(=O)(=O)c3ccc(C)cc3)c2C)cc1, C[O-], CO, [Na+]. Product: COC(=O)C=Cc1ccc(C2CCCN2CCc2c(C)n[nH]c2C)cc1. RXN SMILES: [CH3:1][O:2][C:3]([CH:4]=[CH:5][c:6]1[cH:7][cH:8][c:9]([CH:12]2[N:13]([CH2:17][CH2:18][c:19]3[c:20]([CH3:35])[n:21][n:22]([S:25]([c:26]4[cH:27][cH:28][c:29]([CH3:30])[cH:31][cH:32]4)(=[O:33])=[O:34])[c:23]3[CH3:24])[CH2:14][CH2:15][CH2:16]2)[cH:10][cH:11]1)=[O:36].[CH3:37][O-:38].[CH3:40][OH:41].[Na+:39]>>[CH3:1][O:2][C:3]([CH:4]=[CH:5][c:6]1[cH:7][cH:8][c:9]([CH:12]2[N:13]([CH2:17][CH2:18][c:19]3[c:20]([CH3:35])[n:21][nH:22][c:23]3[CH3:24])[CH2:14][CH2:15][CH2:16]2)[cH:10][cH:11]1)=[O:36]. Starting materials: [Br-], O=C([O-])[O-], C[Si](C)(C)C#Cc1ccc(C=O)cc1, CO, [K+], [K+], [K+]. The product is C#Cc1ccc(C=O)cc1. RXN SMILES: [Br-:21].[C:15](=[O:16])([O-:17])[O-:18].[CH3:1][Si:2]([CH3:3])([CH3:4])[C:5]#[C:6][c:7]1[cH:8][cH:9][c:10]([CH:11]=[O:12])[cH:13][cH:14]1.[CH3:23][OH:24].[K+:19].[K+:20].[K+:22]>>[CH:5]#[C:6][c:7]1[cH:8][cH:9][c:10]([CH:11]=[O:12])[cH:13][cH:14]1. Reactants: CC(=O)C (acetone), C(C)(=O)C1=CC=CC=C1 (acetophenone), Cl.N1CCCCC1 (piperidine hydrochloride), C=O (paraformaldehyde). Solvent: C(C)O (ethanol). Product: Cl.N1(CCCCC1)CCC(=O)C1=CC=CC=C1 (β-piperidinopropiophenone hydrochloride). Yield: 75.4%. As a reaction SMILES: [C:1]([C:4]1[CH:9]=[CH:8][CH:7]=[CH:6][CH:5]=1)(=[O:3])[CH3:2].[ClH:10].[NH:11]1[CH2:16][CH2:15][CH2:14][CH2:13][CH2:12]1.C=O.[CH3:19]C(C)=O>C(O)C>[ClH:10].[N:11]1([CH2:19][CH2:2][C:1]([C:4]2[CH:9]=[CH:8][CH:7]=[CH:6][CH:5]=2)=[O:3])[CH2:16][CH2:15][CH2:14][CH2:13][CH2:12]1 |f:1.2,6.7|. Reported procedure: A mixture of 120 g of acetophenone, 133 g of piperidine hydrochloride and 50 g of paraformaldehyde in 120 ml of ethanol was refluxed for 6 hours. The mixture was then allowed to stand for cooling to soldify. The resulting solid was crushed after addition of 400 ml of acetone, and then collected by filtration. The collected solid was washed successively with acetone and hexane and dried to obtain 191.6 g (yield: 75.4%) of the subject compound as a white scaly product.